This data is from the Open Reaction Database (ORD), a public repository of structured organic reaction records. The task is: describe an organic reaction: reactants, conditions, products, and yield Procedure: Prepared similarly to Intermediate 18 from 8-(methyloxy)-2-{[(1S)-1-methylpropyl]oxy}-1H-purin-6-amine trifluoroacetate and 1-bromo-4-chlorobutane with purification on an aminopropyl (NH2) cartridge using a 0-100% ethyl acetate-cyclohexane gradient. Reactants: Intermediate 18, FC(C(=O)O)(F)F.COC=1N=C2N=C(NC(=C2N1)N)O[C@H](CC)C (8-(methyloxy)-2-{[(1S)-1-methylpropyl]oxy}-1H-purin-6-amine trifluoroacetate), BrCCCCCl (1-bromo-4-chlorobutane), aminopropyl. The solvent is C(C)(=O)OCC.C1CCCCC1 (ethyl acetate cyclohexane). The product is ClCCCCN1C2=NC(=NC(=C2N=C1OC)N)O[C@H](CC)C (9-(4-Chlorobutyl)-8-(methyloxy)-2-{[(1S)-1-methylpropyl]oxy}-9H-purin-6-amine). Reaction SMILES: FC(F)(F)C(O)=O.[CH3:8][O:9][C:10]1[N:11]=[C:12]2[C:17]([N:18]=1)=[C:16]([NH2:19])[NH:15][C:14]([O:20][C@@H:21]([CH3:24])[CH2:22][CH3:23])=[N:13]2.Br[CH2:26][CH2:27][CH2:28][CH2:29][Cl:30]>C(OCC)(=O)C.C1CCCCC1>[Cl:30][CH2:29][CH2:28][CH2:27][CH2:26][N:11]1[C:10]([O:9][CH3:8])=[N:18][C:17]2[C:12]1=[N:13][C:14]([O:20][C@@H:21]([CH3:24])[CH2:22][CH3:23])=[N:15][C:16]=2[NH2:19] |f:0.1,3.4|. Starting materials: ClC=1C=C(C(=C(C(=O)O)C1)C)N(C1CN(C1)C)CC (5-chloro-3-(ethyl(1-methylazetidin-3-yl)amino)-2-methylbenzoic acid), Cl.NCC=1C(NC(=CC1C(C)C)C)=O (3-(Aminomethyl)-6-methyl-4-(propan-2-yl)-1,2-dihydropyridin-2-one HCl salt). Product: C(=O)O.ClC=1C=C(C(=C(C(=O)NCC=2C(NC(=CC2C(C)C)C)=O)C1)C)N(C1CN(C1)C)CC (5-chloro-3-(ethyl(1-methylazetidin-3-yl)amino)-N-((4-isopropyl-6-methyl-2-oxo-1,2-dihydropyridin-3-yl)methyl)-2-methylbenzamide formate). RXN SMILES: [Cl:1][C:2]1[CH:3]=[C:4]([N:12]([CH2:18][CH3:19])[CH:13]2[CH2:16][N:15]([CH3:17])[CH2:14]2)[C:5]([CH3:11])=[C:6]([CH:10]=1)[C:7]([OH:9])=[O:8].Cl.[NH2:21][CH2:22][C:23]1[C:24](=[O:33])[NH:25][C:26]([CH3:32])=[CH:27][C:28]=1[CH:29]([CH3:31])[CH3:30]>>[CH:7]([OH:9])=[O:8].[Cl:1][C:2]1[CH:3]=[C:4]([N:12]([CH2:18][CH3:19])[CH:13]2[CH2:16][N:15]([CH3:17])[CH2:14]2)[C:5]([CH3:11])=[C:6]([CH:10]=1)[C:7]([NH:21][CH2:22][C:23]1[C:24](=[O:33])[NH:25][C:26]([CH3:32])=[CH:27][C:28]=1[CH:29]([CH3:30])[CH3:31])=[O:9] |f:1.2,3.4|. Reported procedure: The same way for the previous compound 5-chloro-3-(ethyl(1-methylazetidin-3-yl)amino)-2-methyl-N-((6-methyl-2-oxo-4-propyl-1,2-dihydropyridin-3-yl)methyl)benzamide formate prepared, the titled compound prepared using 5-chloro-3-(ethyl(1-methylazetidin-3-yl)amino)-2-methylbenzoic acid and 3-(Aminomethyl)-6-methyl-4-(propan-2-yl)-1,2-dihydropyridin-2-one HCl salt. After purification by reverse phase HPLC/MS (CAN-H2O containing 0.1% formic acid), the titled compound was obtained. 1H-NMR (500 MHz, C... Reactants: C1(CC1)NC(=O)NC1=CC(=C(C=C1)OC1=C2C(=NC=C1)C=C(S2)C2=NC=C(C=C2)C=O)F (1-cyclopropyl-3-(3-fluoro-4-(2-(5-formylpyridin-2-yl)thieno[3,2-b]pyridin-7-yloxy)phenyl)urea), [BH-](OC(=O)C)(OC(=O)C)OC(=O)C.[Na+] (NaBH(OAc)3), NC1CN(C1)C(=O)OC(C)(C)C (3-amino-1-N-Boc-azetidine), C(C)(=O)O (acetic acid), C(=O)(O)[O-].[Na+] (NaHCO3). Run in CN1CCCC1=O (NMP). Product: C1(CC1)NC(NC1=CC(=C(OC2=C3C(=NC=C2)C=C(S3)C3=CC=C(C=N3)CNC3CN(C3)C(=O)OC(C)(C)C)C=C1)F)=O (tert-butyl 3-((6-(7-(4-(3-cyclopropylureido)-2-fluorophenoxy)thieno[3,2-b]pyridin-2-yl)pyridin-3-yl)methylamino)azetidine-1-carboxylate), solid. Yield: 71.0%. RXN SMILES: [CH:1]1([NH:4][C:5]([NH:7][C:8]2[CH:13]=[CH:12][C:11]([O:14][C:15]3[CH:20]=[CH:19][N:18]=[C:17]4[CH:21]=[C:22]([C:24]5[CH:29]=[CH:28][C:27]([CH:30]=O)=[CH:26][N:25]=5)[S:23][C:16]=34)=[C:10]([F:32])[CH:9]=2)=[O:6])[CH2:3][CH2:2]1.[NH2:33][CH:34]1[CH2:37][N:36]([C:38]([O:40][C:41]([CH3:44])([CH3:43])[CH3:42])=[O:39])[CH2:35]1.C(O)(=O)C.[BH-](OC(C)=O)(OC(C)=O)OC(C)=O.[Na+].C([O-])(O)=O.[Na+]>CN1C(=O)CCC1>[CH:1]1([NH:4][C:5](=[O:6])[NH:7][C:8]2[CH:13]=[CH:12][C:11]([O:14][C:15]3[CH:20]=[CH:19][N:18]=[C:17]4[CH:21]=[C:22]([C:24]5[N:25]=[CH:26][C:27]([CH2:30][NH:33][CH:34]6[CH2:35][N:36]([C:38]([O:40][C:41]([CH3:44])([CH3:43])[CH3:42])=[O:39])[CH2:37]6)=[CH:28][CH:29]=5)[S:23][C:16]=34)=[C:10]([F:32])[CH:9]=2)[CH2:3][CH2:2]1 |f:3.4,5.6|. Procedure details: To a suspension of the aldehyde 47 (1.0 g, 2.25 mmol, scheme 15) in NMP (12 mL) were added 3-amino-1-N-Boc-azetidine (0.600 g, 3.38 mmol) and acetic acid (0.19 mL, 3.38 mmol) at RT and stirred for 30 mill. Then NaBH(OAc)3 (1.2 g, 5.63 mmol) was added and stirred for 3 days. The reaction mixture was poured into saturated aqueous solution of NaHCO3 to form a precipitate that was collected by filtration, rinsed with water and purified via Biotage [linear gradient 2-20%, (methanol/dichloromethane; S... Reactants: [H-].[Al+3].[Li+].[H-].[H-].[H-] (Lithium aluminium hydride), CN(CCC1=CNC2=CC=C(C=C12)C#N)C (3-(2-(Dimethylamino)ethyl)-1H-indole-5-carbonitrile). Product: NCC=1C=C2C(=CNC2=CC1)CCN(C)C (2-(5-(Aminomethyl)-1H-indol-3-yl)-N,N-dimethylethanamine), residue. Isolated yield 47.8%. As a reaction SMILES: [H-].[Al+3].[Li+].[H-].[H-].[H-].[CH3:7][N:8]([CH3:22])[CH2:9][CH2:10][C:11]1[C:19]2[C:14](=[CH:15][CH:16]=[C:17]([C:20]#[N:21])[CH:18]=2)[NH:13][CH:12]=1>>[NH2:21][CH2:20][C:17]1[CH:18]=[C:19]2[C:14](=[CH:15][CH:16]=1)[NH:13][CH:12]=[C:11]2[CH2:10][CH2:9][N:8]([CH3:7])[CH3:22] |f:0.1.2.3.4.5|. Reported procedure: Lithium aluminium hydride (40.0 mg, 1.055 mmol, 1.5 equivalents) was placed in an argon purged oven dried flask fitted with a stirbar and condenser. Anhydrous diethylether (5 mL) was added and stirring begun. 3-(2-Dimethylamino-ethyl)-1H-indole-5-carbonitrile (57) (150.0 mg, 0.703 mmol, 1.0 equivalent) was dissolved in a separate dry flask in a mixture of anhydrous diethylether (5 mL) and anhydrous tetrahydrofuran (5 mL) and this solution added dropwise to the solution of lithium aluminium hydri...